This data is from the Open Reaction Database (ORD), a public repository of structured organic reaction records. The task is: describe an organic reaction: reactants, conditions, products, and yield The reactants are CN(C)C[C@@H]1[C@H]([C@H](C=CC(=C1)SC1=CC=CC=C1)C)O ((1S, 2R, 7S)-2-Dimethylaminomethyl-7-methyl-4 phenylsulfanylcyclohepta-3,5-dienol), C1=CC(=CC(=C1)Cl)C(=O)OO (m-CPBA), OS(=O)[O-].[Na+] (NaHSO3). Run in C(Cl)Cl (CH2Cl2). Conditions: time 30 minute. Yields the product C1(=CC=CC=C1)S(=O)(=O)C1=CC([C@H]([C@H](C=C1)C)O)=C ((1S, 7S)-4-Benzenesulfonyl-7-methyl-2-methylenecyclohepta-3,5-dienol). Reaction SMILES: CN([CH2:4][C@H:5]1[CH:11]=[C:10](SC2C=CC=CC=2)[CH:9]=[CH:8][C@H:7]([CH3:19])[C@@H:6]1[OH:20])C.[CH:21]1[CH:26]=[C:25](Cl)[CH:24]=[C:23](C(OO)=O)[CH:22]=1.[OH:32][S:33]([O-:35])=O.[Na+]>C(Cl)Cl>[C:25]1([S:33]([C:10]2[CH:9]=[CH:8][C@H:7]([CH3:19])[C@H:6]([OH:20])[C:5](=[CH2:4])[CH:11]=2)(=[O:35])=[O:32])[CH:24]=[CH:23][CH:22]=[CH:21][CH:26]=1 |f:2.3|. Procedure details: To a solution of amine 34 (42 mg, 0.14 mmol) in CH2Cl2 (2 mL) was added 140 mg of m-CPBA (0.57 mmol based on 70% content). The mixture was stirred at room temperature for 30 min, then aqueous NaHSO3 was added, the resulting two layers were separated, and the aqueous phase was extracted with CH2Cl2 (3×3 mL). The combined organic layers were washed with saturated aqueous Na2CO3, dried with Na2SO4, and concentrated. The residue was purified by flash column chromatography (EtOAc/hexanes; 1:2) to aff...